This data is from the Open Reaction Database (ORD), a public repository of structured organic reaction records. The task is: describe an organic reaction: reactants, conditions, products, and yield Starting materials: O=C([O-])[O-], CCI, CC(C)(C)OC(=O)NC(COCc1ccccc1)CC(=O)O, CO, [Cs+], [Cs+], O. Yields the product CCOC(=O)CC(COCc1ccccc1)NC(=O)OC(C)(C)C. RXN SMILES: [C:1](=[O:2])([O-:3])[O-:4].[CH2:29]([CH3:30])[I:31].[CH2:7]([c:8]1[cH:9][cH:10][cH:11][cH:12][cH:13]1)[O:14][CH2:15][CH:16]([CH2:17][C:18](=[O:19])[OH:20])[NH:21][C:22](=[O:23])[O:24][C:25]([CH3:26])([CH3:27])[CH3:28].[CH3:33][OH:34].[Cs+:5].[Cs+:6].[OH2:32]>>[CH2:7]([c:8]1[cH:9][cH:10][cH:11][cH:12][cH:13]1)[O:14][CH2:15][CH:16]([CH2:17][C:18](=[O:19])[O:20][CH2:29][CH3:30])[NH:21][C:22](=[O:23])[O:24][C:25]([CH3:26])([CH3:27])[CH3:28]. Reactants: Cl.Cl.N1C=C(C2=CC=CC=C12)C1CCC(CC1)NC(C(=O)N)C1CCNCC1 (2-[4-(1H-Indol-3-yl)-cyclohexylamino]-2-piperidin-4-yl-acetamide dihydrochloride), FC(C1=CC=C(/C=C/C(=O)O)C=C1)(F)F (trans-4-(trifluoromethyl)-cinnamic acid), cyclohexyl. Yields the product N1C=C(C2=CC=CC=C12)C1CCC(CC1)NC(C(=O)N)C1CCN(CC1)C(\C=C\C1=CC=C(C=C1)C(F)(F)F)=O (2-[4-(1H-Indol-3-yl)-cyclohexylamino]-2-[1-(trans-4-{trifluoromethyl}-cinnamoyl)piperidin-4-yl]-acetamide). RXN SMILES: Cl.Cl.[NH:3]1[C:11]2[C:6](=[CH:7][CH:8]=[CH:9][CH:10]=2)[C:5]([CH:12]2[CH2:17][CH2:16][CH:15]([NH:18][CH:19]([CH:23]3[CH2:28][CH2:27][NH:26][CH2:25][CH2:24]3)[C:20]([NH2:22])=[O:21])[CH2:14][CH2:13]2)=[CH:4]1.[F:29][C:30]([F:43])([F:42])[C:31]1[CH:41]=[CH:40][C:34](/[CH:35]=[CH:36]/[C:37](O)=[O:38])=[CH:33][CH:32]=1>>[NH:3]1[C:11]2[C:6](=[CH:7][CH:8]=[CH:9][CH:10]=2)[C:5]([CH:12]2[CH2:17][CH2:16][CH:15]([NH:18][CH:19]([CH:23]3[CH2:24][CH2:25][N:26]([C:37](=[O:38])/[CH:36]=[CH:35]/[C:34]4[CH:33]=[CH:32][C:31]([C:30]([F:42])([F:43])[F:29])=[CH:41][CH:40]=4)[CH2:27][CH2:28]3)[C:20]([NH2:22])=[O:21])[CH2:14][CH2:13]2)=[CH:4]1 |f:0.1.2|. Reported procedure: The title compound was prepared from the product of Example 1, step J, and trans-4-(trifluoromethyl)-cinnamic acid, by the method of Example 1, step K, giving a solid that was mostly the more polar cyclohexyl diastereomer by LCMS. Mass spectrum (LCMS, ESI pos.) calcd. for C31H35F3N4O2: 553 (M+H). Found: 553 The reactants are CC[O-], CCO, CCc1c(Cl)nn2c(N)nnc2c1CC, [Na+], O. Product: CCOc1nn2c(N)nnc2c(CC)c1CC. Reaction SMILES: [CH3:17][CH2:18][O-:19].[CH3:21][CH2:22][OH:23].[Cl:1][c:2]1[c:3]([CH2:14][CH3:15])[c:4]([CH2:12][CH3:13])[c:5]2[n:6]([n:7]1)[c:8]([NH2:11])[n:9][n:10]2.[Na+:16].[OH2:20]>>[c:2]1([O:19][CH2:18][CH3:17])[c:3]([CH2:14][CH3:15])[c:4]([CH2:12][CH3:13])[c:5]2[n:6]([n:7]1)[c:8]([NH2:11])[n:9][n:10]2. The reactants are [N+](=O)([O-])C1=CC=C(C(=O)Cl)C=C1 (p-nitrobenzoyl chloride), C(C)(=O)OCC.C([O-])(O)=O.[Na+] (ethyl acetate sodium bicarbonate), O(C1=CC=CC=C1)CC(=O)NC=1C=2N=CN([C@H]3C[C@H](O)[C@@H](CO)O3)C2N=CN1 (6-N-phenoxyacetyldeoxyadenosine). The solvent is N1=CC=CC=C1 (pyridine), N1=CC=CC=C1 (pyridine). Yields the product [N+](=O)([O-])C1=CC=C(C(=O)OC[C@@H]2[C@H](C[C@@H](O2)N2C=NC=3C(NC(COC4=CC=CC=C4)=O)=NC=NC23)O)C=C1 (5′-O-p-Nitrobenzoyl-6-N-Phenoxyacetyldeoxyadenosine). As a reaction SMILES: [N+:1]([C:4]1[CH:12]=[CH:11][C:7]([C:8](Cl)=[O:9])=[CH:6][CH:5]=1)([O-:3])=[O:2].[O:13]([CH2:20][C:21]([NH:23][C:24]1[C:25]2[N:26]=[CH:27][N:28]([C:37]=2[N:38]=[CH:39][N:40]=1)[C@@H:29]1[O:36][C@H:33]([CH2:34][OH:35])[C@@H:31]([OH:32])[CH2:30]1)=[O:22])[C:14]1[CH:19]=[CH:18][CH:17]=[CH:16][CH:15]=1.C(OCC)(=O)C.C(=O)(O)[O-].[Na+]>N1C=CC=CC=1>[N+:1]([C:4]1[CH:12]=[CH:11][C:7]([C:8]([O:35][CH2:34][C@H:33]2[O:36][C@@H:29]([N:28]3[C:37]4[N:38]=[CH:39][N:40]=[C:24]([NH:23][C:21](=[O:22])[CH2:20][O:13][C:14]5[CH:19]=[CH:18][CH:17]=[CH:16][CH:15]=5)[C:25]=4[N:26]=[CH:27]3)[CH2:30][C@@H:31]2[OH:32])=[O:9])=[CH:6][CH:5]=1)([O-:3])=[O:2] |f:2.3.4|. Reported procedure: The synthesis of this product is carried out by reacting 1.1 eq of p-nitrobenzoyl chloride with 6-N-phenoxyacetyldeoxyadenosine for 4 hours in pyridine. After hydrolysis of the excess reagent, almost complete evaporation of the pyridine, and ethyl acetate/sodium bicarbonate extraction, the ethyl acetate phase is evaporated to dryness. The product is obtained by column chromatography with a gradient of methanol in chloroform (elution 4% methanol). The reactants are CCCCCCCCCCCC(=O)Cl, [Cl-], Cl, [Na+], [Na+], O=C([O-])[O-], C1CCOC1, O, NC1C(O)OC(CO)C(O)C1O. Yields the product CCCCCCCCCCCC(=O)NC1C(O)OC(CO)C(O)C1O. As a reaction SMILES: [C:1]([CH2:2][CH2:3][CH2:4][CH2:5][CH2:6][CH2:7][CH2:8][CH2:9][CH2:10][CH2:11][CH3:12])(=[O:13])[Cl:14].[Cl-:28].[ClH:15].[Na+:35].[Na+:36].[O-:37][C:38](=[O:39])[O-:40].[O:30]1[CH2:31][CH2:32][CH2:33][CH2:34]1.[OH2:29].[OH:16][CH:17]1[CH:18]([NH2:19])[CH:20]([OH:21])[CH:22]([OH:23])[CH:24]([CH2:26][OH:27])[O:25]1>>[C:1]([CH2:2][CH2:3][CH2:4][CH2:5][CH2:6][CH2:7][CH2:8][CH2:9][CH2:10][CH2:11][CH3:12])(=[O:13])[NH:19][CH:18]1[CH:17]([OH:16])[O:25][CH:24]([CH2:26][OH:27])[CH:22]([OH:23])[CH:20]1[OH:21]. Reactants: CN1CCN(CCN)CC1, CCO, CCOC(=O)Cn1nc(-c2ccccc2O)nc1-c1ccccc1O. Yields the product CN1CCN(CCNC(=O)Cn2nc(-c3ccccc3O)nc2-c2ccccc2O)CC1. RXN SMILES: [CH3:26][N:27]1[CH2:28][CH2:29][N:30]([CH2:33][CH2:34][NH2:35])[CH2:31][CH2:32]1.[CH3:36][CH2:37][OH:38].[OH:1][c:2]1[c:3](-[c:8]2[n:9][n:10]([CH2:20][C:21]([O:23][CH2:22][CH3:24])=[O:25])[c:11](-[c:13]3[c:14]([OH:19])[cH:15][cH:16][cH:17][cH:18]3)[n:12]2)[cH:4][cH:5][cH:6][cH:7]1>>[OH:1][c:2]1[c:3](-[c:8]2[n:9][n:10]([CH2:20][C:21](=[O:23])[NH:35][CH2:34][CH2:33][N:30]3[CH2:29][CH2:28][N:27]([CH3:26])[CH2:32][CH2:31]3)[c:11](-[c:13]3[c:14]([OH:19])[cH:15][cH:16][cH:17][cH:18]3)[n:12]2)[cH:4][cH:5][cH:6][cH:7]1. The reactants are O=C1C2=CC=CC=C2OC=2C=CC(=CC12)C(CO)C (2-(9-oxo-2-xanthenyl)-propanol). Solvent: C(C)O (ethanol). The product is C1=C(C=CC=2OC3=CC=CC=C3CC12)C(CO)C (2-(2-xanthenyl)-propanol). Reaction SMILES: O=[C:2]1[C:15]2[CH:14]=[C:13]([CH:16]([CH3:19])[CH2:17][OH:18])[CH:12]=[CH:11][C:10]=2[O:9][C:8]2[C:3]1=[CH:4][CH:5]=[CH:6][CH:7]=2>C(O)C>[CH:14]1[C:15]2[CH2:2][C:3]3[C:8](=[CH:7][CH:6]=[CH:5][CH:4]=3)[O:9][C:10]=2[CH:11]=[CH:12][C:13]=1[CH:16]([CH3:19])[CH2:17][OH:18]. Procedure: 10 g. of 2-(9-oxo-2-xanthenyl)-propanol is hydrogenated in 300 ml. of ethanol in the presence of 0.5 g. of 5% Pd-C under a pressure of 3 atmospheres and at 20° until absorption of the theoretical amount of H. After filtration and concentration, 2-(2-xanthenyl)-propanol is obtained, m.p. 86°-89°. The reactants are ClC=1C=C(C(=NC1CNC=O)N1CCN(CC1)C(=O)OC(C)(C)C)C(=O)OC (tert-butyl 4-{5-chloro-6-[(formylamino)methyl]-3-(methoxycarbonyl)pyridin-2-yl}piperazine-1-carboxylate), P(=O)(Cl)(Cl)Cl (phosphoryl chloride). Yields the product Cl.ClC=1C=2N(C(=C(C1)C(=O)OC)N1CCNCC1)C=NC2 (Methyl 8-chloro-5-piperazin-1-ylimidazo[1,5-a]pyridine-6-carboxylate hydrochloride). The yield is 192.1%. RXN SMILES: [Cl:1][C:2]1[CH:3]=[C:4]([C:25]([O:27][CH3:28])=[O:26])[C:5]([N:12]2[CH2:17][CH2:16][N:15](C(OC(C)(C)C)=O)[CH2:14][CH2:13]2)=[N:6][C:7]=1[CH2:8][NH:9][CH:10]=O.P(Cl)(Cl)(Cl)=O>>[ClH:1].[Cl:1][C:2]1[C:7]2[N:6]([CH:10]=[N:9][CH:8]=2)[C:5]([N:12]2[CH2:17][CH2:16][NH:15][CH2:14][CH2:13]2)=[C:4]([C:25]([O:27][CH3:28])=[O:26])[CH:3]=1 |f:2.3|. Procedure details: A solution of tert-butyl 4-{5-chloro-6-[(formylamino)methyl]-3-(methoxycarbonyl)pyridin-2-yl}piperazine-1-carboxylate (670 mg, 2.2 mmol) in phosphoryl chloride (5.0 mL, 54 mmol) was heated to 70° C. for 30 minutes. Evaporation gave the desired compound (700 mg, 98%). LCMS calculated for C13H16ClN4O2 (M+H)+: m/z=295.1. found: 294.9. Starting materials: C(C)N1C(=C(C(C(=C1C)C#N)C1=CC(=C(C=C1)F)C#N)C#N)C (1-ethyl-4-(3-cyano-4-fluorophenyl)-1,4-dihydro-2,6-dimethyl-3,5-pyridinedicarbonitrile), O.NN (hydrazine hydrate). The solvent is C(CCC)O (n-butyl alcohol). Product: C(C)N1C(=C(C(C(=C1C)C#N)C=1C=C2C(=NNC2=CC1)N)C#N)C (1-ethyl-4-(3-amino-1H-indazol-5-yl)-1,4-dihydro-2,6-dimethyl-3,5-pyridinedicarbonitrile). Reaction SMILES: [CH2:1]([N:3]1[C:8]([CH3:9])=[C:7]([C:10]#[N:11])[CH:6]([C:12]2[CH:17]=[CH:16][C:15](F)=[C:14]([C:19]#[N:20])[CH:13]=2)[C:5]([C:21]#[N:22])=[C:4]1[CH3:23])[CH3:2].O.[NH2:25][NH2:26]>C(O)CCC>[CH2:1]([N:3]1[C:8]([CH3:9])=[C:7]([C:10]#[N:11])[CH:6]([C:12]2[CH:13]=[C:14]3[C:15](=[CH:16][CH:17]=2)[NH:26][N:25]=[C:19]3[NH2:20])[C:5]([C:21]#[N:22])=[C:4]1[CH3:23])[CH3:2] |f:1.2|. Procedure details: A mixture of 1-ethyl-4-(3-cyano-4-fluorophenyl)-1,4-dihydro-2,6-dimethyl-3,5-pyridinedicarbonitrile (1 eq), from Synthetic Example 8, and hydrazine hydrate (110 eq) in n-butyl alcohol (75 mL) was kept at 80° C. for 5 hr. The mixture was cooled and concentrated. To the residue, sodium bicarbonate solution (sat.) was added and the mixture was extracted with ethyl acetate. The organic phases were combined, dried, and concentrated to afford 1-ethyl-4-(3-amino-1H-indazol-5-yl)-1,4-dihydro-2,6-dimethy... The reactants are CS(C)=O, CCN(C(C)C)C(C)C, CCOC(=O)c1nc2cc(-c3ccc(C(F)(F)F)cc3)nc(Cl)n2n1, O=C(O)C(F)(F)F, N#Cc1ccc(NCCN)nc1. Product: CCOC(=O)c1nc2cc(-c3ccc(C(F)(F)F)cc3)nc(NCCNc3ccc(C#N)cn3)n2n1. RXN SMILES: [CH3:54][S:55]([CH3:56])=[O:57].[CH:45]([N:46]([CH2:47][CH3:48])[CH:49]([CH3:50])[CH3:51])([CH3:52])[CH3:53].[Cl:1][c:2]1[n:3][c:4](-[c:16]2[cH:17][cH:18][c:19]([C:22]([F:23])([F:24])[F:25])[cH:20][cH:21]2)[cH:5][c:6]2[n:7]1[n:8][c:9]([C:11](=[O:12])[O:13][CH2:14][CH3:15])[n:10]2.[F:26][C:27]([F:28])([F:29])[C:30]([OH:31])=[O:32].[NH2:33][CH2:34][CH2:35][NH:36][c:37]1[n:38][cH:39][c:40]([C:41]#[N:42])[cH:43][cH:44]1>>[c:2]1([NH:33][CH2:34][CH2:35][NH:36][c:37]2[n:38][cH:39][c:40]([C:41]#[N:42])[cH:43][cH:44]2)[n:3][c:4](-[c:16]2[cH:17][cH:18][c:19]([C:22]([F:23])([F:24])[F:25])[cH:20][cH:21]2)[cH:5][c:6]2[n:7]1[n:8][c:9]([C:11](=[O:12])[O:13][CH2:14][CH3:15])[n:10]2.